From a dataset of the Open Reaction Database (ORD), a public repository of structured organic reaction records. describe an organic reaction: reactants, conditions, products, and yield Reactants: C(CO)Cl (Ethylene chlorohydrin), OC1=NC=2CCCCC2N=C1CC1=CC=CC=C1 (2-hydroxy-3-benzyl-5,6,7,8-tetrahydro quinoxaline), [OH-].[Na+] (NaOH). Run in C(C)(C)(C)O (t-butanol). Conditions: temperature 60 celsius, time 3 hour. Product: OCCN1C(C(=NC=2CCCCC12)CC1=CC=CC=C1)=O (2-hydroxyethyl-3-benzyl-2-oxo-1,2,5,6,7,8-hexahydroquinoxaline). Isolated yield 96.0%. As a reaction SMILES: [CH2:1](Cl)[CH2:2][OH:3].[OH:5][C:6]1[C:15]([CH2:16][C:17]2[CH:22]=[CH:21][CH:20]=[CH:19][CH:18]=2)=[N:14][C:13]2[CH2:12][CH2:11][CH2:10][CH2:9][C:8]=2[N:7]=1.[OH-].[Na+]>C(O)(C)(C)C>[OH:3][CH2:2][CH2:1][N:7]1[C:8]2[CH2:9][CH2:10][CH2:11][CH2:12][C:13]=2[N:14]=[C:15]([CH2:16][C:17]2[CH:22]=[CH:21][CH:20]=[CH:19][CH:18]=2)[C:6]1=[O:5] |f:2.3|. Procedure details: Ethylene chlorohydrin (16.10 g, 0.2M) was added to a solution of 2-hydroxy-3-benzyl-5,6,7,8-tetrahydro quinoxaline (9.60 g, 40 mM) in dilute aqueous 5N NaOH (40 ml) and t-butanol (120 ml), and stirred at 60° C. for 3 hours. The t-butanol was distilled off in vacuo. The residue was extracted three times with chloroform, dried with anhydrous sodium sulfate and concentrated in vacuo. The residue was charged on a column of silica-gel (C-200, 220 g) packed with chloroform, and eluted with chloroform-... The reactants are C(C)OC(CC1=CC(=C(C=C1)OC)OC1=C(C=C(C=C1)Cl)CN1C(OCC1)=O)=O ({3-[4-chloro-2-(2-oxo-oxazolidin-3-ylmethyl)-phenoxy]-4-methoxy-phenyl}-acetic acid ethyl ester), [OH-].[Li+] (lithium hydroxide), O (H2O). Procedure: To {3-[4-chloro-2-(2-oxo-oxazolidin-3-ylmethyl)-phenoxy]-4-methoxy-phenyl}-acetic acid ethyl ester (0.36 mmol) in 1,4-dioxane was added lithium hydroxide and H2O, and the reaction was stirred overnight at room temperature. The mixture was worked-up, and the residue was purified by preparative HPLC to give the title compound. Product: ClC1=CC(=C(OC=2C=C(C=CC2OC)CC(=O)O)C=C1)CN1C(OCC1)=O ({3-[4-Chloro-2-(2-oxo-oxazolidin-3-ylmethyl)-phenoxy]-4-methoxy-phenyl}-acetic acid). Reaction conditions: time 8 hour. Solvent: O1CCOCC1 (1,4-dioxane). Reaction SMILES: C([O:3][C:4](=[O:29])[CH2:5][C:6]1[CH:11]=[CH:10][C:9]([O:12][CH3:13])=[C:8]([O:14][C:15]2[CH:20]=[CH:19][C:18]([Cl:21])=[CH:17][C:16]=2[CH2:22][N:23]2[CH2:27][CH2:26][O:25][C:24]2=[O:28])[CH:7]=1)C.[OH-].[Li+].O>O1CCOCC1>[Cl:21][C:18]1[CH:19]=[CH:20][C:15]([O:14][C:8]2[CH:7]=[C:6]([CH2:5][C:4]([OH:29])=[O:3])[CH:11]=[CH:10][C:9]=2[O:12][CH3:13])=[C:16]([CH2:22][N:23]2[CH2:27][CH2:26][O:25][C:24]2=[O:28])[CH:17]=1 |f:1.2|. The reactants are C(CCC)S (1-Butanethiol), [Na] (sodium), BrC=1C=CC2=C(C(=C(C(O2)=O)CCC)Cl)C1 (6-bromo-4-chloro-3-propyl-2H-1-benzopyran-2-one). Solvent: C(C)O (ethanol), C(C)O (ethanol). Reaction conditions: time 0.5 hour. Product: BrC=1C=CC2=C(C(=C(C(O2)=O)CCC)SCCCC)C1 (6-bromo-4-butylthio-3-propyl-2H-1-benzopyran-2-one), compound 15. RXN SMILES: [CH2:1]([SH:5])[CH2:2][CH2:3][CH3:4].[Na].[Br:7][C:8]1[CH:9]=[CH:10][C:11]2[O:16][C:15](=[O:17])[C:14]([CH2:18][CH2:19][CH3:20])=[C:13](Cl)[C:12]=2[CH:22]=1>C(O)C>[Br:7][C:8]1[CH:9]=[CH:10][C:11]2[O:16][C:15](=[O:17])[C:14]([CH2:18][CH2:19][CH3:20])=[C:13]([S:5][CH2:1][CH2:2][CH2:3][CH3:4])[C:12]=2[CH:22]=1 |^1:5|. Procedure: 1-Butanethiol (0.39 ml) was added dropwise to a solution of sodium (0.08 g) in ethanol (3 ml). The solution was stirred for 1/2 hour and then added slowly to a refluxing solution of 6-bromo-4-chloro-3-propyl-2H-1-benzopyran-2-one (1 g) in ethanol (4 ml). The mixture was heated under reflux for 41/2 hours, filtered hot through kieselguhr and the filtrate allowed to cool. The precipitate was purified by silica gel column chromatography to give 6-bromo-4-butylthio-3-propyl-2H-1-benzopyran-2-one, m.... Reactants: C(C)(C)(C)C=1C=C(C=O)C=C(C1O)I (3-tert-butyl-4-hydroxy-5-iodobenzaldehyde), C(CC#N)#N (malononitrile), N1CCCCC1 (piperidine), C(C)(=O)O (acetic acid). Solvent: O (water), C1=CC=CC=C1 (benzene). Conditions: time 2 hour. Product: C(C)(C)(C)C=1C=C(C=C(C#N)C#N)C=C(C1O)I (3-tert-butyl-4-hydroxy-5-iodobenzylidenemalononitrile). The yield is 84.3%. RXN SMILES: [C:1]([C:5]1[CH:6]=[C:7]([CH:10]=[C:11]([I:14])[C:12]=1[OH:13])[CH:8]=O)([CH3:4])([CH3:3])[CH3:2].[C:15](#[N:19])[CH2:16][C:17]#[N:18].N1CCCCC1.C(O)(=O)C>O.C1C=CC=CC=1>[C:1]([C:5]1[CH:6]=[C:7]([CH:10]=[C:11]([I:14])[C:12]=1[OH:13])[CH:8]=[C:16]([C:15]#[N:19])[C:17]#[N:18])([CH3:4])([CH3:3])[CH3:2]. Procedure: 3-tert-butyl-4-hydroxy-5-iodobenzaldehyde (24.8 gm), malononitrile (6.2 gm), piperidine (1.0 ml), acetic acid (3.3 ml) and benzene (300 ml) were refluxed under a Dean and Stark water separator for 2 hours. On cooling a crystalline precipitate formed and was filtered off. Recrystallisation from ethylene dichloride gave pale yellow needles of 3-tert-butyl-4-hydroxy-5-iodobenzylidenemalononitrile (24.2 gm) m.p. 188°. Starting materials: ClC=1C(=NC=CC1)N1C2CNCC1CC2 (8-(3-Chloro-2-pyridinyl)-3,8-diazabicyclo[3.2.1]octane), C(C)(C)(C)C1=CC=C(C=C1)N=C=O (1-tert-butyl-4-isocyanatobenzene). Solvent: ClCCl (dichloromethane). Reaction conditions: time 8 hour. Yields the product C(C)(C)(C)C1=CC=C(C=C1)NC(=O)N1CC2CCC(C1)N2C2=NC=CC=C2Cl (N-(4-tert-butylphenyl)-8-(3-chloro-2-pyridinyl)-3,8-diazabicyclo[3.2.1]octane-3-carboxamide). RXN SMILES: [Cl:1][C:2]1[C:3]([N:8]2[CH:13]3[CH2:14][CH2:15][CH:9]2[CH2:10][NH:11][CH2:12]3)=[N:4][CH:5]=[CH:6][CH:7]=1.[C:16]([C:20]1[CH:25]=[CH:24][C:23]([N:26]=[C:27]=[O:28])=[CH:22][CH:21]=1)([CH3:19])([CH3:18])[CH3:17]>ClCCl>[C:16]([C:20]1[CH:25]=[CH:24][C:23]([NH:26][C:27]([N:11]2[CH2:12][CH:13]3[N:8]([C:3]4[C:2]([Cl:1])=[CH:7][CH:6]=[CH:5][N:4]=4)[CH:9]([CH2:15][CH2:14]3)[CH2:10]2)=[O:28])=[CH:22][CH:21]=1)([CH3:19])([CH3:17])[CH3:18]. Procedure: 8-(3-Chloro-2-pyridinyl)-3,8-diazabicyclo[3.2.1]octane (102 mg, 456 μmol) and 1-tert-butyl-4-isocyanatobenzene (80 mg, 456 μmol) were combined in dry dichloromethane (4.5 mL) and stirred overnight at room temperature. The mixture was concentrated and the residue was purified by chromatography on silica gel (7:3, hexanes:ethyl acetate) to provide the title compound. MS (ESI) m/z: 399 (M+H)+; Reactants: CN1C(NC2=C1C=C(C=C2)Br)=O (1-methyl-6-bromo-1,3-dihydro-benzoimidazol-2-one), [N+](=O)([O-])C=1C=C(C=CC1)B(O)O (3-nitro-phenyl boronic acid). Product: CN1C(NC2=C1C=C(C=C2)C2=CC(=CC=C2)[N+](=O)[O-])=O (1-Methyl-6-(3-nitro-phenyl)-1,3-dihydro-benzoimidazol-2-one). RXN SMILES: [CH3:1][N:2]1[C:6]2[CH:7]=[C:8](Br)[CH:9]=[CH:10][C:5]=2[NH:4][C:3]1=[O:12].[N+:13]([C:16]1[CH:17]=[C:18](B(O)O)[CH:19]=[CH:20][CH:21]=1)([O-:15])=[O:14]>>[CH3:1][N:2]1[C:6]2[CH:7]=[C:8]([C:20]3[CH:19]=[CH:18][CH:17]=[C:16]([N+:13]([O-:15])=[O:14])[CH:21]=3)[CH:9]=[CH:10][C:5]=2[NH:4][C:3]1=[O:12]. Procedure details: Prepared from 1-methyl-6-bromo-1,3-dihydro-benzoimidazol-2-one and 3-nitro-phenyl boronic acid in the same fashion as that of Example 5. White solid: mp 264-265° C.; 1H-NMR (DMSO-d6) δ11.0 (s, 1H), 8.47 (t, 1H, J=1.5 Hz), 8.19-8.15 (m, 2H), 7.75 (t, 1H, J=8.25 Hz), 7.58 (d, 1H, J=1.5 Hz), 7.43 (dd, 1H, J=8.25, 1.5 Hz), 7.1 (d, 1H, J=8.25 Hz), 3.37 (s, 3H); MS (ES) m/z 268([M−H]−, 50%); Anal. Calc. For C14H11N3O3: C, 62.45; H, 4.12; N, 15.61. Found: C, 61.48; H, 4.36; N, 14.75. Starting materials: CCc1ccc(-c2cc(Br)cc(F)c2C#N)cc1, CC(C)(C)[O-], OC1CCC1, Cl, [K+]. Product: CCc1ccc(-c2cc(Br)cc(OC3CCC3)c2C#N)cc1. As a reaction SMILES: [Br:1][c:2]1[cH:3][c:4]([F:18])[c:5]([C:16]#[N:17])[c:6](-[c:8]2[cH:9][cH:10][c:11]([CH2:14][CH3:15])[cH:12][cH:13]2)[cH:7]1.[CH3:19][C:20]([CH3:21])([O-:22])[CH3:23].[CH:25]1([OH:29])[CH2:26][CH2:27][CH2:28]1.[ClH:30].[K+:24]>>[Br:1][c:2]1[cH:3][c:4]([O:29][CH:25]2[CH2:26][CH2:27][CH2:28]2)[c:5]([C:16]#[N:17])[c:6](-[c:8]2[cH:9][cH:10][c:11]([CH2:14][CH3:15])[cH:12][cH:13]2)[cH:7]1. Reactants: O=C(O)c1ccc(Br)cc1F, CN(C)C=O, [Cl-], O=C(Cl)C(=O)Cl, ClCCl. As a reaction SMILES: [Br:1][c:2]1[cH:3][c:4]([F:11])[c:5]([C:6](=[O:7])[OH:8])[cH:9][cH:10]1.[CH3:22][N:23]([CH3:24])[CH:25]=[O:26].[Cl-:18].[Cl:12][C:13]([C:14]([Cl:15])=[O:16])=[O:17].[Cl:19][CH2:20][Cl:21]>>[Br:1][c:2]1[cH:3][c:4]([F:11])[c:5]([C:6](=[O:7])[OH:8])[cH:9][cH:10]1.[Cl-:12]. Yields the product O=C(O)c1ccc(Br)cc1F, [Cl-]. The reagents and catalysts are [Pd] (palladium on carbon). Procedure details: To the solution of (S)-1,1-dibenzyl 2-ethyl propane-1,1,2-tricarboxylate (23 g, 0.06 mol) in methanol (500 mL) was added palladium on carbon (10%, 2 g), and then the mixture was stirred under an atmosphere of hydrogen at room temperature overnight. The catalyst was filtrated and the filtrate was concentrated under reduced pressure to afford the crude product (S)-2-(1-ethoxy-1-oxopropan-2-yl)malonic acid, which was purified by silica gel chromatography (10 g, yield 83%). The yield is 83.0%. Solvent: CO (methanol). RXN SMILES: [CH:1]([C:19]([O:21]CC1C=CC=CC=1)=[O:20])([C:9]([O:11]CC1C=CC=CC=1)=[O:10])[C@@H:2]([C:4]([O:6][CH2:7][CH3:8])=[O:5])[CH3:3]>CO.[Pd]>[CH2:7]([O:6][C:4](=[O:5])[C@H:2]([CH:1]([C:19]([OH:21])=[O:20])[C:9]([OH:11])=[O:10])[CH3:3])[CH3:8]. Yields the product crude product, C(C)OC([C@@H](C)C(C(=O)O)C(=O)O)=O ((S)-2-(1-ethoxy-1-oxopropan-2-yl)malonic acid). Reactants: C([C@H](C)C(=O)OCC)(C(=O)OCC1=CC=CC=C1)C(=O)OCC1=CC=CC=C1 ((S)-1,1-dibenzyl 2-ethyl propane-1,1,2-tricarboxylate). Run at time 8 hour.